This data is from the Open Reaction Database (ORD), a public repository of structured organic reaction records. The task is: describe an organic reaction: reactants, conditions, products, and yield The reactants are O=C1C2=C(C=CC3=C1C=CC(=C3)C(C=O)C)C=CC=C2 (2-(5-oxo-5 -H-dibenzo[a,d]cyclohepten-2-yl)propanal), O (water), CO (methanol), O1CCCC1 (tetrahydrofuran). The reagents and catalysts are Cl(=O)(=O)(=O)O (perchloric acid), N1=CC=CC=C1 (pyridine). Solvent: CCOCC (ether). Run at time 1 hour. Yields the product COC(C(C)C1=CC2=C(C(C3=C(C=C2)C=CC=C3)=O)C=C1)OC (1,1-dimethoxy 2-(5-oxo-5H-dibenzo[a,d]cyclohepten-2-yl)propane). Reaction SMILES: [O:1]=[C:2]1[C:8]2[CH:9]=[CH:10][C:11]([CH:13]([CH3:16])[CH:14]=[O:15])=[CH:12][C:7]=2[CH:6]=[CH:5][C:4]2[CH:17]=[CH:18][CH:19]=[CH:20][C:3]1=2.[CH3:21]O.[O:23]1CCC[CH2:24]1.O>Cl(O)(=O)(=O)=O.N1C=CC=CC=1.CCOCC>[CH3:21][O:15][CH:14]([O:23][CH3:24])[CH:13]([C:11]1[CH:10]=[CH:9][C:8]2[C:2](=[O:1])[C:3]3[CH:20]=[CH:19][CH:18]=[CH:17][C:4]=3[CH:5]=[CH:6][C:7]=2[CH:12]=1)[CH3:16]. Procedure: 0.200 G. of 2-(5-oxo-5 -H-dibenzo[a,d]cyclohepten-2-yl)propanal is dissolved in 10 ml. of methanol and 20 ml. of tetrahydrofuran, and 1 drop of 60% aqueous perchloric acid is added. The mixture is left for 1 hour then 2 drops of pyridine are added and the mixture added to water and ether. The organic layer is washed with water, dried and evaporated and the residue chromatographed on 5 gm. of silica gel, eluting with 50:50:1 hexane:ether:triethylamine to afford 1,1-dimethoxy 2-(5-oxo-5H-dibenzo[a...